Dataset: the Open Reaction Database (ORD), a public repository of structured organic reaction records. Task: describe an organic reaction: reactants, conditions, products, and yield The reactants are CC(=O)OC(C)=O, CCOC(C)=O, O=[N+]([O-])c1ccc(O)cc1F, [H][H], O=[Pt]=O. Product: CC(=O)Nc1ccc(O)cc1F. RXN SMILES: [CH3:12][C:13](=[O:14])[O:15][C:16](=[O:17])[CH3:18].[CH3:24][CH2:25][O:26][C:27](=[O:28])[CH3:29].[F:1][c:2]1[cH:3][c:4]([OH:11])[cH:5][cH:6][c:7]1[N+:8]([O-:9])=[O:10].[H:19][H:20].[Pt:21](=[O:22])=[O:23]>>[F:1][c:2]1[cH:3][c:4]([OH:11])[cH:5][cH:6][c:7]1[NH:8][C:13]([CH3:12])=[O:14]. Reactants: CC(C)=O, CCOC(C)(C)C(=O)OCCl, [I-], [Na+]. The product is CCOC(C)(C)C(=O)OCI. RXN SMILES: [CH3:14][C:15](=[O:16])[CH3:17].[Cl:3][CH2:4][O:5][C:6]([C:7]([CH3:8])([CH3:9])[O:10][CH2:11][CH3:12])=[O:13].[I-:2].[Na+:1]>>[I:2][CH2:4][O:5][C:6]([C:7]([CH3:8])([CH3:9])[O:10][CH2:11][CH3:12])=[O:13]. The reactants are [Li+].[OH-] (LiOH), N1(CCCCC1)CC1=CC=C(C=C1)C1=CC=C(C=C1)CCC(=O)C=1OC(=CN1)C1=CC=CC(=N1)C(=O)OC (Methyl 6-(2-(3-(4′-(piperidin-1-ylmethyl)biphenyl-4-yl)propanoyl)oxazol-5-yl)pyridine-2-carboxylate), Cl (HCl). Run in C(Cl)Cl (CH2Cl2), C1CCOC1.O (THF H2O). The product is N1(CCCCC1)CC1=CC=C(C=C1)C1=CC=C(C=C1)CCC(=O)C=1OC(=CN1)C1=CC=CC(=N1)C(=O)O (6-(2-(3-(4′-(piperidin-1-ylmethyl)biphenyl-4-yl)propanoyl)oxazol-5-yl)pyridine-2-carboxylic acid). Isolated yield 36.7%. As a reaction SMILES: [N:1]1([CH2:7][C:8]2[CH:13]=[CH:12][C:11]([C:14]3[CH:19]=[CH:18][C:17]([CH2:20][CH2:21][C:22]([C:24]4[O:25][C:26]([C:29]5[N:34]=[C:33]([C:35]([O:37]C)=[O:36])[CH:32]=[CH:31][CH:30]=5)=[CH:27][N:28]=4)=[O:23])=[CH:16][CH:15]=3)=[CH:10][CH:9]=2)[CH2:6][CH2:5][CH2:4][CH2:3][CH2:2]1.[Li+].[OH-].Cl>C1COCC1.O.C(Cl)Cl>[N:1]1([CH2:7][C:8]2[CH:9]=[CH:10][C:11]([C:14]3[CH:15]=[CH:16][C:17]([CH2:20][CH2:21][C:22]([C:24]4[O:25][C:26]([C:29]5[N:34]=[C:33]([C:35]([OH:37])=[O:36])[CH:32]=[CH:31][CH:30]=5)=[CH:27][N:28]=4)=[O:23])=[CH:18][CH:19]=3)=[CH:12][CH:13]=2)[CH2:2][CH2:3][CH2:4][CH2:5][CH2:6]1 |f:1.2,4.5|. Procedure: Methyl 6-(2-(3-(4′-(piperidin-1-ylmethyl)biphenyl-4-yl)propanoyl)oxazol-5-yl)pyridine-2-carboxylate (11 mg, 0.022 mmol) was dissolved in THF/H2O (3:2, 2 mL) and LiOH (1.5 mg, 0.065 mmol) was added. The reaction solution was stirred at room temperature under an atmosphere of Ar for 20 min before the addition of aqueous 1 N HCl to pH 4. The reaction solution was diluted with CH2Cl2 and the organic and aqueous layers were separated. The aqueous layer was made basic to pH 8 with the addition of satu... Reactants: C(CCC)C1=NC2=CC=C(C=C2C(N1CC1=CC=C(C=C1)C1=C(C=CC=C1)C1=NN=NN1C(C1=CC=CC=C1)(C1=CC=CC=C1)C1=CC=CC=C1)=O)[C@@H]1C[C@@H]2N(CCC3=CC=CC=C23)O1 (Cis-2-butyl-6-(1,5,6,10b-tetrahydro-2H-isoxazolo[3,2-a]isoquinolin-2-yl)-3-[[2'-[1-(triphenylmethyl)-1H-tetrazol-5-yl][1,1'-biphenyl]-4-yl]methyl]-4(3H)-quinazolinone). Run in CO (methanol), O1CCCC1 (tetrahydrofuran). Product: C(CCC)C1=NC2=CC=C(C=C2C(N1CC1=CC=C(C=C1)C1=C(C=CC=C1)C1=NN=NN1)=O)[C@@H]1C[C@@H]2N(CCC3=CC=CC=C23)O1 (Cis-2-Butyl-6-(1,5,6,10b-tetrahydro-2H-isoxazolo[3,2-a]isoquinolin-2-yl)-3-[[2'-(1H-tetrazol-5-yl)[1,1'-biphenyl]-4-yl]methyl]-4(3H)-quinazolinone). Yield: 85.5%. As a reaction SMILES: [CH2:1]([C:5]1[N:14]([CH2:15][C:16]2[CH:21]=[CH:20][C:19]([C:22]3[CH:27]=[CH:26][CH:25]=[CH:24][C:23]=3[C:28]3[N:32](C(C4C=CC=CC=4)(C4C=CC=CC=4)C4C=CC=CC=4)[N:31]=[N:30][N:29]=3)=[CH:18][CH:17]=2)[C:13](=[O:52])[C:12]2[C:7](=[CH:8][CH:9]=[C:10]([C@H:53]3[O:65][N:56]4[CH2:57][CH2:58][C:59]5[C:64]([C@@H:55]4[CH2:54]3)=[CH:63][CH:62]=[CH:61][CH:60]=5)[CH:11]=2)[N:6]=1)[CH2:2][CH2:3][CH3:4]>CO.O1CCCC1>[CH2:1]([C:5]1[N:14]([CH2:15][C:16]2[CH:17]=[CH:18][C:19]([C:22]3[CH:27]=[CH:26][CH:25]=[CH:24][C:23]=3[C:28]3[NH:29][N:30]=[N:31][N:32]=3)=[CH:20][CH:21]=2)[C:13](=[O:52])[C:12]2[C:7](=[CH:8][CH:9]=[C:10]([C@H:53]3[O:65][N:56]4[CH2:57][CH2:58][C:59]5[C:64]([C@@H:55]4[CH2:54]3)=[CH:63][CH:62]=[CH:61][CH:60]=5)[CH:11]=2)[N:6]=1)[CH2:2][CH2:3][CH3:4]. Procedure: A solution of 0.134 g of Cis-2-butyl-6-(1,5,6,10b-tetrahydro-2H-isoxazolo[3,2-a]isoquinolin-2-yl)-3-[[2'-[1-(triphenylmethyl)-1H-tetrazol-5-yl][1,1'-biphenyl]-4-yl]methyl]-4(3H)-quinazolinone in 2.5 ml of methanol and 0.5 ml of tetrahydrofuran is heated at reflux for 18 hours. The volatiles are evaporated in vacuo to a residue which is purified by column chromatography on silica gel by elution with 99:1 chloroform-methanol to give 0.082 g of the desired product as a solid. FAB MASS SPEC 610 (M+H... Starting materials: C(C=C)(=O)Cl (Acryloyl chloride), Cl (HCl), O1CCOCC1 (1,4-dioxane), ClC1=CNC=2N=C(N=C(C21)N2CC(CCC2)NC(OC(C)(C)C)=O)NC=2C=NN(C2)C (tert-butyl (1-{5-chloro-2-[(1-methyl-1H-pyrazol-4-yl)amino]-7H-pyrrolo[2,3-d]pyrimidin-4-yl}piperidin-3-yl)carbamate). Solvent: CO (methanol). Run at time 24 hour. Product: ClC1=CNC=2N=C(N=C(C21)N2C[C@@H](CCC2)NC(C=C)=O)NC=2C=NN(C2)C (N-[(3R)-1-{5-chloro-2-[(1-methyl-1H-pyrazol-4-yl)amino]-7H-pyrrolo[2,3-d]pyrimidin-4-yl}piperidin-3-yl]prop-2-enamide). Yield: 81.1%. Reaction SMILES: Cl.O1CCO[CH2:4][CH2:3]1.[Cl:8][C:9]1[C:17]2[C:16]([N:18]3[CH2:23][CH2:22][CH2:21][CH:20]([NH:24][C:25](=O)[O:26]C(C)(C)C)[CH2:19]3)=[N:15][C:14]([NH:32][C:33]3[CH:34]=[N:35][N:36]([CH3:38])[CH:37]=3)=[N:13][C:12]=2[NH:11][CH:10]=1.C(Cl)(=O)C=C>CO>[Cl:8][C:9]1[C:17]2[C:16]([N:18]3[CH2:23][CH2:22][CH2:21][C@@H:20]([NH:24][C:25](=[O:26])[CH:3]=[CH2:4])[CH2:19]3)=[N:15][C:14]([NH:32][C:33]3[CH:34]=[N:35][N:36]([CH3:38])[CH:37]=3)=[N:13][C:12]=2[NH:11][CH:10]=1. Reported procedure: A solution of 4 M HCl in 1,4-dioxane (0.31 mL, 1.3 mmol) was added to a solution of tert-butyl (1-{5-chloro-2-[(1-methyl-1H-pyrazol-4-yl)amino]-7H-pyrrolo[2,3-d]pyrimidin-4-yl}piperidin-3-yl)carbamate (56 mg, 0.12 mmol) in methanol (1.3 mL). After 24 hrs, the mixture was concentrated to dryness by rotary evaporation. The resulting residue was suspended in EtOAc (2.5 mL) and saturated aqueous sodium bicarcarbonate solution (1.3 mL). Acryloyl chloride (13 μL, 0.16 mmol) was added and the mixture w... Reactants: O=C1CCC(=O)N1Br, CCOC(=O)c1ccc(O)cc1, CCOCC, CC#N. Product: CCOC(=O)c1ccc(O)c(Br)c1. Reaction SMILES: [Br:18][N:19]1[C:20](=[O:21])[CH2:22][CH2:23][C:24]1=[O:25].[CH2:1]([CH3:2])[O:3][C:4]([c:5]1[cH:6][cH:7][c:8]([OH:11])[cH:9][cH:10]1)=[O:12].[CH3:13][CH2:14][O:15][CH2:16][CH3:17].[CH3:26][C:27]#[N:28]>>[CH2:1]([CH3:2])[O:3][C:4]([c:5]1[cH:6][c:7]([Br:18])[c:8]([OH:11])[cH:9][cH:10]1)=[O:12]. Reactants: O=C=NC1CCCCC1, C[Si](C)(C)CCOCn1cc(Cl)c2nc(N)cnc21, ClCCCl. The product is C[Si](C)(C)CCOCn1cc(Cl)c2nc(NC(=O)NC3CCCCC3)cnc21. Reaction SMILES: [CH:20]1([N:26]=[C:27]=[O:28])[CH2:21][CH2:22][CH2:23][CH2:24][CH2:25]1.[Cl:1][c:2]1[cH:3][n:4]([CH2:12][O:13][CH2:14][CH2:15][Si:16]([CH3:17])([CH3:18])[CH3:19])[c:5]2[n:6][cH:7][c:8]([NH2:11])[n:9][c:10]12.[Cl:29][CH2:30][CH2:31][Cl:32]>>[Cl:1][c:2]1[cH:3][n:4]([CH2:12][O:13][CH2:14][CH2:15][Si:16]([CH3:17])([CH3:18])[CH3:19])[c:5]2[n:6][cH:7][c:8]([NH:11][C:27]([NH:26][CH:20]3[CH2:21][CH2:22][CH2:23][CH2:24][CH2:25]3)=[O:28])[n:9][c:10]12. The reactants are aminonitrile, Cl (hydrochloric acid), [C-]#N.[Na+] (sodium cyanide), [Cl-].[NH4+] (ammonium chloride), C(=O)C=C (acrolein), C(C)(=O)OC(C)=O (acetic anhydride), CP(OCCCC)(=O)OCCCC (dibutyl methanephosphonate), C(CCC)O (n-butanol). The product is [NH4+].NC(C(=O)[O-])CCP(=O)CO (2-Amino-4-(hydroxymethylphosphinyl)butyric acid, ammonium salt). The solvent is N (ammonia), C(C)(=O)O (acetic acid), C(C)O (ethanol). Run at temperature 30 celsius, time 2 hour. Reported procedure: At room temperature, 5.61 g (0.10 mol) of freshly distilled acrolein are added to 10.21 g (0.10 mol) of acetic anhydride. At 25 to 30° C., this mixture is subsequently added dropwise to 16.41 g (0.10 mol) of dibutyl methanephosphonate and 14.8 g (0.2 mol) of n-butanol. The mixture is stirred at 30° C. for 2 hours and then, at 25 to 28° C., added dropwise to a solution of 4.9 g (0.10 mol) of sodium cyanide and 10.7 g (0.20 mol) of ammonium chloride in 50 ml of ammonia (25% strength). After 2 hour... As a reaction SMILES: C([CH:3]=[CH2:4])=O.C([O:8][C:9](=[O:11])[CH3:10])(=O)C.C[P:13]([O:20]CCCC)(=O)OCCCC.[CH2:25]([OH:29])CCC.[C-]#[N:31].[Na+].[Cl-].[NH4+].Cl>N.C(O)(=O)C.C(O)C>[NH4+:31].[NH2:31][CH:10]([CH2:4][CH2:3][PH:13]([CH2:25][OH:29])=[O:20])[C:9]([O-:8])=[O:11] |f:4.5,6.7,12.13|.